Dataset: the Open Reaction Database (ORD), a public repository of structured organic reaction records. Task: describe an organic reaction: reactants, conditions, products, and yield Reactants: COC1=CC=C(CBr)C=C1 (p-methoxybenzyl bromide), [I-].[K+] (potassium iodide), OCC1=NN2C(NC=3C=CC=CC3C2=C1)=O (2-(hydroxymethyl)pyrazolo[1,5-c]-quinazolin-5(6H)-one), C([O-])([O-])=O.[K+].[K+] (potassium carbonate). The product is OCC1=NN2C(N(C=3C=CC=CC3C2=C1)CC1=CC=C(C=C1)OC)=O (2-(Hydroxymethyl)-6-(p-methoxybenzyl)pyrazolo[1,5-c]quinazolin-5(6H)-one). Procedure details: 210 g of p-methoxybenzyl bromide and 40 g of potassium iodide are added to 114 g of 2-(hydroxymethyl)pyrazolo[1,5-c]-quinazolin-5(6H)-one and 276 g of potassium carbonate in 2 1. of methanol. After refluxing for 5 hours, the reaction is cooled, poured into 6 1. of water and the title compound is filtered off and dried. As a reaction SMILES: [CH3:1][O:2][C:3]1[CH:10]=[CH:9][C:6]([CH2:7]Br)=[CH:5][CH:4]=1.[I-].[K+].[OH:13][CH2:14][C:15]1[CH:27]=[C:26]2[N:17]([C:18](=[O:28])[NH:19][C:20]3[CH:21]=[CH:22][CH:23]=[CH:24][C:25]=32)[N:16]=1.C(=O)([O-])[O-].[K+].[K+]>CO>[OH:13][CH2:14][C:15]1[CH:27]=[C:26]2[N:17]([C:18](=[O:28])[N:19]([CH2:7][C:6]3[CH:9]=[CH:10][C:3]([O:2][CH3:1])=[CH:4][CH:5]=3)[C:20]3[CH:21]=[CH:22][CH:23]=[CH:24][C:25]=32)[N:16]=1 |f:1.2,4.5.6|. Run in CO (methanol). Starting materials: BrC=1C=C2C=CN(C2=CC1)CCCC (5-Bromo-1-butyl-1H-indole), COC=1C=C(C=CC1)B(O)O (3-methoxyphenylboronic acid). Product: C(CCC)N1C=CC2=CC(=CC=C12)C1=CC(=CC=C1)OC (1-Butyl-5-(3-methoxyphenyl)-1H-indole). Reaction SMILES: Br[C:2]1[CH:3]=[C:4]2[C:8](=[CH:9][CH:10]=1)[N:7]([CH2:11][CH2:12][CH2:13][CH3:14])[CH:6]=[CH:5]2.[CH3:15][O:16][C:17]1[CH:18]=[C:19](B(O)O)[CH:20]=[CH:21][CH:22]=1>>[CH2:11]([N:7]1[C:8]2[C:4](=[CH:3][C:2]([C:21]3[CH:20]=[CH:19][CH:18]=[C:17]([O:16][CH3:15])[CH:22]=3)=[CH:10][CH:9]=2)[CH:5]=[CH:6]1)[CH2:12][CH2:13][CH3:14]. Procedure: The title compound was prepared from 5-bromo-1-butyl-1H-indole (Step 1 of Example 29) and 3-methoxyphenylboronic acid in substantially the same manner, as described in Step 2 of Example 25. The product was obtained as an oil. Mass spectrum (APCI, [M+H]+) m/z 280. 1HNMR (300 MHz, DMSO-d6): δ 7.81 (s, 1H), 7.52 (d, 1H, J=8.30 Hz), 7.43-7.38 (m, 2H), 7.39 (dd, 1H, J=7.70 and 7.91 Hz), 7.22 (d, 1H, J=8.50 Hz), 7.17 (s, 1H), 6.85 (d, 1H, J=7.10 Hz), 6.46 (d, 1H, J=3.05 Hz), 4.18 (t, 2H, J=7.01 Hz), 3... The reactants are O=C(Br)c1cccc(CBr)c1, C1CCNCC1, c1ccccc1. Product: O=C(c1cccc(CBr)c1)N1CCCCC1. RXN SMILES: [Br:1][CH2:2][c:3]1[cH:4][c:5]([C:6](=[O:7])[Br:8])[cH:9][cH:10][cH:11]1.[CH2:12]1[CH2:13][CH2:14][NH:15][CH2:16][CH2:17]1.[cH:18]1[cH:19][cH:20][cH:21][cH:22][cH:23]1>>[Br:1][CH2:2][c:3]1[cH:4][c:5]([C:6](=[O:7])[N:15]2[CH2:14][CH2:13][CH2:12][CH2:17][CH2:16]2)[cH:9][cH:10][cH:11]1. Starting materials: CC1(C)OB(c2cccc3[nH]ncc23)OC1(C)C, CC(=O)Nc1cc2nc(Cl)nc(N3CCOCC3)c2s1. Product: CC(=O)Nc1cc2nc(-c3cccc4[nH]ncc34)nc(N3CCOCC3)c2s1. Reaction SMILES: [CH3:21][C:22]1([CH3:23])[C:24]([CH3:25])([CH3:26])[O:27][B:28]([c:29]2[c:30]3[cH:31][n:32][nH:33][c:34]3[cH:35][cH:36][cH:37]2)[O:38]1.[Cl:1][c:2]1[n:3][c:4]([N:15]2[CH2:16][CH2:17][O:18][CH2:19][CH2:20]2)[c:5]2[c:6]([n:7]1)[cH:8][c:9]([NH:11][C:12]([CH3:13])=[O:14])[s:10]2>>[c:2]1(-[c:29]2[c:30]3[cH:31][n:32][nH:33][c:34]3[cH:35][cH:36][cH:37]2)[n:3][c:4]([N:15]2[CH2:16][CH2:17][O:18][CH2:19][CH2:20]2)[c:5]2[c:6]([n:7]1)[cH:8][c:9]([NH:11][C:12]([CH3:13])=[O:14])[s:10]2. Reactants: FC(CS(=O)(=O)Cl)(F)F (2,2,2-trifluoroethanesulfonyl chloride), NC=1SC(=C(N1)C1=CC=C(C=C1)OC)C1=CC=C(C=C1)OC (2-amino-4,5-bis(4-methoxyphenyl)thiazole), ice water. The solvent is N1=CC=CC=C1 (pyridine). Reaction conditions: time 1 hour. Product: FC(CS(=O)(=O)NC=1SC(=C(N1)C1=CC=C(C=C1)OC)C1=CC=C(C=C1)OC)(F)F (2-(2,2,2-trifluoroethanesulfonyl)amino-4,5-bis(4-methoxyphenyl)thiazole). Isolated yield 34.6%. Reaction SMILES: [F:1][C:2]([F:9])([F:8])[CH2:3][S:4](Cl)(=[O:6])=[O:5].[NH2:10][C:11]1[S:12][C:13]([C:24]2[CH:29]=[CH:28][C:27]([O:30][CH3:31])=[CH:26][CH:25]=2)=[C:14]([C:16]2[CH:21]=[CH:20][C:19]([O:22][CH3:23])=[CH:18][CH:17]=2)[N:15]=1>N1C=CC=CC=1>[F:1][C:2]([F:9])([F:8])[CH2:3][S:4]([NH:10][C:11]1[S:12][C:13]([C:24]2[CH:29]=[CH:28][C:27]([O:30][CH3:31])=[CH:26][CH:25]=2)=[C:14]([C:16]2[CH:17]=[CH:18][C:19]([O:22][CH3:23])=[CH:20][CH:21]=2)[N:15]=1)(=[O:6])=[O:5]. Procedure details: 0.92 g of 2,2,2-trifluoroethanesulfonyl chloride was dropped into a solution of 1:56 g of 2-amino-4,5-bis(4-methoxyphenyl)thiazole in pyridine under stirring at room temperature in a nitrogen atmosphere, and the resulting mixture was stirred as such for 1 hour. Then the reaction mixture was poured into ice-water and the crystals thus precipitated were recovered by filtration and recrystallized from diethyl ether/ethyl acetate to give 0.80 g of 2-(2,2,2-trifluoroethanesulfonyl)amino-4,5-bis(4-met... The product is S(=O)(=O)(C1=CC=C(C)C=C1)N1C=CC=2C(=NC=CC21)C(C)N ((±)-1-(1-tosyl-1H-pyrrolo[3,2-c]pyridin-4-yl)ethanamine). Reported procedure: A mixture of 1-(1-tosyl-1H-pyrrolo[3,2-c]pyridin-4-yl)ethanone oxime (1.29 g, 3.92 mmol), zinc (2.55 g, 39.2 mmol), and NH4Cl (2.10 mg, 39.2 mmol) in MeOH (5 mL) and HOAc (3 mL) was stirred at 80° C. for 4 h. The mixture was cooled to RT and the solid filtered. The filtrate was concentrated under reduced pressure. To the residue was added ammonia solution (50 mL) and the reaction mixture was extracted with DCM (3×50 mL). The combined organic extracts were concentrated under reduced pressure. The... The reactants are S(=O)(=O)(C1=CC=C(C)C=C1)N1C=CC=2C(=NC=CC21)C(C)=NO (1-(1-tosyl-1H-pyrrolo[3,2-c]pyridin-4-yl)ethanone oxime), [NH4+].[Cl-] (NH4Cl). The reagents and catalysts are [Zn] (zinc). Conditions: temperature 80 celsius, time 4 hour. As a reaction SMILES: [S:1]([N:11]1[C:19]2[CH:18]=[CH:17][N:16]=[C:15]([C:20](=[N:22]O)[CH3:21])[C:14]=2[CH:13]=[CH:12]1)([C:4]1[CH:10]=[CH:9][C:7]([CH3:8])=[CH:6][CH:5]=1)(=[O:3])=[O:2].[NH4+].[Cl-]>CO.CC(O)=O.[Zn]>[S:1]([N:11]1[C:19]2[CH:18]=[CH:17][N:16]=[C:15]([CH:20]([NH2:22])[CH3:21])[C:14]=2[CH:13]=[CH:12]1)([C:4]1[CH:5]=[CH:6][C:7]([CH3:8])=[CH:9][CH:10]=1)(=[O:3])=[O:2] |f:1.2|. Solvent: CO (MeOH), CC(=O)O (HOAc). The yield is 87.4%. Yields the product C(C)(C)(C)OC(=O)N[C@@H](CC(C)C)C(=O)N1CC=2C(CC1)=NN(C2)CC(=O)OCC (ethyl 5-(N-t-butoxycarbonyl-L-leucyl)-4,5,6,7-tetrahydropyrazolo[4,3-c]pyridin-2-acetate). Procedure details: In the same manner as in Example I-(1-A) except for using 0.30 g (0.79 mmol) of ethyl 4,5,6,7-tetrahydropyrazolo[4,3-c]pyridin-2-acetate.TsOH in place of ethyl 4,5,6,7-tetrahydrothieno[3,2-c]pyridin-2-acetate.HCl, 0.18 g (0.79 mmol) of N-t-butoxycarbonyl-L-leucine in place of N-t-butoxycarbonyl-L-4-nirophenylalanine and 0.30 g (0.79 mmol) of TBTU in place of BOP, the reaction was carried out to obtain ethyl 5-(N-t-butoxycarbonyl-L-leucyl)-4,5,6,7-tetrahydropyrazolo[4,3-c]pyridin-2-acetate as pal... RXN SMILES: [N:1]1[N:2]([CH2:10][C:11]([O:13][CH2:14][CH3:15])=[O:12])[CH:3]=[C:4]2[C:9]=1[CH2:8][CH2:7][NH:6][CH2:5]2.CC1C=CC(S(O)(=O)=O)=CC=1.Cl.[C:28]([O:32][C:33]([NH:35][C@H:36]([C:41](O)=[O:42])[CH2:37][CH:38]([CH3:40])[CH3:39])=[O:34])([CH3:31])([CH3:30])[CH3:29].CN(C(ON1N=NC2C=CC=CC1=2)=[N+](C)C)C.[B-](F)(F)(F)F>>[C:28]([O:32][C:33]([NH:35][C@H:36]([C:41]([N:6]1[CH2:7][CH2:8][C:9]2=[N:1][N:2]([CH2:10][C:11]([O:13][CH2:14][CH3:15])=[O:12])[CH:3]=[C:4]2[CH2:5]1)=[O:42])[CH2:37][CH:38]([CH3:39])[CH3:40])=[O:34])([CH3:30])([CH3:31])[CH3:29] |f:4.5|. Starting materials: N=1N(C=C2CNCCC21)CC(=O)OCC (ethyl 4,5,6,7-tetrahydropyrazolo[4,3-c]pyridin-2-acetate), C(C)(C)(C)OC(=O)N[C@@H](CC(C)C)C(=O)O (N-t-butoxycarbonyl-L-leucine), CN(C)C(=[N+](C)C)ON1C2=C(C=CC=C2)N=N1.[B-](F)(F)(F)F (TBTU), CC=1C=CC(=CC1)S(=O)(=O)O (TsOH), Cl (HCl). Reactants: BrC(C(=O)OCC)(C)C (ethyl 2-bromo-2-methylpropionate), ClC1=CC=C(NCC2=CC(=C(C=C2)O)OC)C=C1 (4-(4-chloroanilinomethyl)-2-methoxyphenol), BrC(C(=O)OCC)(C)C (ethyl 2-bromo-2-methylpropionate), C([O-])([O-])=O.[K+].[K+] (potassium carbonate). Run in C(C(C)C)C(=O)C (methyl isobutyl ketone). Product: ClC1=CC=C(NCC2=CC(=C(OC(C(=O)OCC)(C)C)C=C2)OC)C=C1 (ethyl 2-[4-(4-chloroanilinomethyl)-2-methoxyphenoxy]-2-methylpropionate). The yield is 40.4%. As a reaction SMILES: [Cl:1][C:2]1[CH:18]=[CH:17][C:5]([NH:6][CH2:7][C:8]2[CH:13]=[CH:12][C:11]([OH:14])=[C:10]([O:15][CH3:16])[CH:9]=2)=[CH:4][CH:3]=1.Br[C:20]([CH3:27])([CH3:26])[C:21]([O:23][CH2:24][CH3:25])=[O:22].C(=O)([O-])[O-].[K+].[K+]>C(C(C)=O)C(C)C>[Cl:1][C:2]1[CH:18]=[CH:17][C:5]([NH:6][CH2:7][C:8]2[CH:13]=[CH:12][C:11]([O:14][C:20]([CH3:27])([CH3:26])[C:21]([O:23][CH2:24][CH3:25])=[O:22])=[C:10]([O:15][CH3:16])[CH:9]=2)=[CH:4][CH:3]=1 |f:2.3.4|. Procedure details: A mixture of 1.9 g of 4-(4-chloroanilinomethyl)-2-methoxyphenol, 2.11 g of ethyl 2-bromo-2-methylpropionate 1.5 g of potassium carbonate and 29 ml of methyl isobutyl ketone is refluxed for 24 hours. To the mixture is further added 705 mg of ethyl 2-bromo-2-methylpropionate and the resulting mixture is further refluxed for 3 hours. The insolubles are filtered off and the filtrate is washed with water, dried and concentrated under reduced pressure. The residual oil is purified by column chromatogr... The reactants are C12(CC3CC(CC(C1)C3)C2)COC2=NC=C(C(=O)O)C=C2C2CC2 (6-(adamantan-1-ylmethoxy)-5-cyclopropylnicotinic acid), N1(CCC1)S(=O)(=O)N (azetidine-1-sulfonamide), [C@H]12[C@H](C[C@H](CC1)C2)OC2=CC(=C(C(=O)O)C=C2C2CC2)F (4-((1S,2S,4R)-bicyclo[2.2.1]heptan-2-yloxy)-5-cyclopropyl-2-fluorobenzoic acid), COCCS(=O)(=O)N (2-methoxyethanesulfonamide). Product: N1(CCC1)S(=O)(=O)NC(C1=C(C=C(C(=C1)C1CC1)O[C@@H]1[C@H]2CC[C@@H](C1)C2)F)=O (N-(azetidin-1-ylsulfonyl)-4-((1S,2S,4R)-bicyclo[2.2.1]heptan-2-yloxy)-5-cyclopropyl-2-fluorobenzamide). Yield: 56.0%. As a reaction SMILES: C12(COC3C(C4CC4)=CC(C(O)=O)=CN=3)CC3CC(CC(C3)C1)C2.[C@@H:25]12[CH2:31][C@@H:28]([CH2:29][CH2:30]1)[CH2:27][C@@H:26]2[O:32][C:33]1[C:41]([CH:42]2[CH2:44][CH2:43]2)=[CH:40][C:36]([C:37]([OH:39])=O)=[C:35]([F:45])[CH:34]=1.COCCS(N)(=O)=O.[N:54]1([S:58]([NH2:61])(=[O:60])=[O:59])[CH2:57][CH2:56][CH2:55]1>>[N:54]1([S:58]([NH:61][C:37](=[O:39])[C:36]2[CH:40]=[C:41]([CH:42]3[CH2:43][CH2:44]3)[C:33]([O:32][C@H:26]3[CH2:27][C@H:28]4[CH2:31][C@@H:25]3[CH2:30][CH2:29]4)=[CH:34][C:35]=2[F:45])(=[O:60])=[O:59])[CH2:57][CH2:56][CH2:55]1. Procedure: Following the procedure as described in Example 271 and making variations as required to replace 6-(adamantan-1-ylmethoxy)-5-cyclopropylnicotinic acid with 4-((1S,2S,4R)-bicyclo[2.2.1]heptan-2-yloxy)-5-cyclopropyl-2-fluorobenzoic acid and to replace 2-methoxyethanesulfonamide with azetidine-1-sulfonamide. Purification by silica gel column chromatography (2:1 hexanes:ethyl acetate (+0.2% acetic acid v/v)) gave the title compound as a colorless solid (0.080 g, 56%): 1H NMR (300 MHz, DMSO-d6) δ 11....